Dataset: the Open Reaction Database (ORD), a public repository of structured organic reaction records. Task: describe an organic reaction: reactants, conditions, products, and yield RXN SMILES: C(C1C=CC(I)=C(C=1)C(O)=O)#N.[NH2:13][CH2:14][C@@H:15]1[C@H:20]([CH3:21])[CH2:19][CH2:18][CH2:17][N:16]1[C:22]([C:24]1[CH:25]=[C:26]([CH:29]=[CH:30][C:31]=1[C:32]1[N:37]=[CH:36][CH:35]=[CH:34][N:33]=1)[C:27]#[N:28])=[O:23].Cl[C:39]1[N:44]=[CH:43][C:42]([C:45]([F:48])([F:47])[F:46])=[CH:41][N:40]=1>>[CH3:21][C@@H:20]1[CH2:19][CH2:18][CH2:17][N:16]([C:22]([C:24]2[CH:25]=[C:26]([CH:29]=[CH:30][C:31]=2[C:32]2[N:33]=[CH:34][CH:35]=[CH:36][N:37]=2)[C:27]#[N:28])=[O:23])[C@@H:15]1[CH2:14][NH:13][C:39]1[N:44]=[CH:43][C:42]([C:45]([F:48])([F:47])[F:46])=[CH:41][N:40]=1. Starting materials: C(#N)C=1C=CC(=C(C(=O)O)C1)I (5-cyano-2-iodobenzoic acid), NC[C@H]1N(CCC[C@H]1C)C(=O)C=1C=C(C#N)C=CC1C1=NC=CC=N1 (3-((2S,3R)-2-(aminomethyl)-3-methylpiperidine-1-carbonyl)-4-(pyrimidin-2-yl)benzonitrile), ClC1=NC=C(C=N1)C(F)(F)F (2-chloro-5-(trifluoromethyl)pyrimidine). Procedure: The title compound was prepared following the same general protocol as described for Example A230 using 5-cyano-2-iodobenzoic acid to make 3-((2S,3R)-2-(aminomethyl)-3-methylpiperidine-1-carbonyl)-4-(pyrimidin-2-yl)benzonitrile and 2-chloro-5-(trifluoromethyl)pyrimidine. ESI-MS (m/z): 482 [M+1]+. Product: C[C@H]1[C@H](N(CCC1)C(=O)C=1C=C(C#N)C=CC1C1=NC=CC=N1)CNC1=NC=C(C=N1)C(F)(F)F (3-((2S,3R)-3-Methyl-2-(((5-(trifluoromethyl)pyrimidin-2-yl)amino)methyl)piperidine-1-carbonyl)-4-(pyrimidin-2-yl)benzonitrile). The reactants are resultant solution, P(C(C)(C)C)(C(C)(C)C)C(C)(C)C (P(t-Bu)3), BrC1=C2C=C(CC2=CC=C1C)C (4-bromo-2,5-dimethylindene), CC=1C=C(C=C(C1)C)B(O)O (3,5-Dimethylphenylboronic acid), CC=1C=C(C=C(C1)C)B(O)O (3,5-Dimethylphenylboronic acid), C([O-])([O-])=O.[Cs+].[Cs+] (cesium carbonate). Reagents/catalysts: C=1C=CC(=CC1)/C=C/C(=O)/C=C/C2=CC=CC=C2.C=1C=CC(=CC1)/C=C/C(=O)/C=C/C2=CC=CC=C2.C=1C=CC(=CC1)/C=C/C(=O)/C=C/C2=CC=CC=C2.[Pd].[Pd] (Pd2(dba)3). Solvent: O1CCOCC1 (1,4-dioxane). Reaction conditions: temperature 80 celsius, time 5 hour. Product: CC=1CC2=CC=C(C(=C2C1)C1=CC(=CC(=C1)C)C)C (2,5-Dimethyl-4-(3,5-dimethylphenyl)indene). RXN SMILES: [CH3:1][C:2]1[CH:3]=[C:4](B(O)O)[CH:5]=[C:6]([CH3:8])[CH:7]=1.C(=O)([O-])[O-].[Cs+].[Cs+].P(C(C)(C)C)(C(C)(C)C)C(C)(C)C.Br[C:32]1[C:40]([CH3:41])=[CH:39][CH:38]=[C:37]2[C:33]=1[CH:34]=[C:35]([CH3:42])[CH2:36]2>O1CCOCC1.C1C=CC(/C=C/C(/C=C/C2C=CC=CC=2)=O)=CC=1.C1C=CC(/C=C/C(/C=C/C2C=CC=CC=2)=O)=CC=1.C1C=CC(/C=C/C(/C=C/C2C=CC=CC=2)=O)=CC=1.[Pd].[Pd]>[CH3:42][C:35]1[CH2:36][C:37]2[C:33]([CH:34]=1)=[C:32]([C:4]1[CH:5]=[C:6]([CH3:8])[CH:7]=[C:2]([CH3:1])[CH:3]=1)[C:40]([CH3:41])=[CH:39][CH:38]=2 |f:1.2.3,7.8.9.10.11|. Reported procedure: 3,5-Dimethylphenylboronic acid (2.3 g, 15 mmol), prepared as described under (e) above, cesium carbonate (4.9 g, 15 mmol), and Pd2(dba)3 (87 mg, 94 μmol) (dba=dibenzylidene acetone) were dissolved in 30 ml of 1,4-dioxane. To the resultant solution were added P(t-Bu)3 (57 μL, 280 μmol) and 4-bromo-2,5-dimethylindene (3.1 g, 15 mmol) and the reaction was stirred at 80° C. for five hours. After this time, the solvent was removed in vacuo and the residue was taken up in 100 ml of diethyl ether and f...